Dataset: the Open Reaction Database (ORD), a public repository of structured organic reaction records. Task: describe an organic reaction: reactants, conditions, products, and yield Reactants: [C-]#N.[K+] (Potassium cyanide), C1COC2=CC=CC=C2OCCOCCOC3=CC=CC=C3OCCO1 (dibenzo-18-crown-6), ClCC1=CC=C(CCC2=CC=CC=3N2C=NC3)C=C1 (5-[p-(chloromethyl)phenethyl]imidazo[1,5-a]pyridine). Run in C(C)#N (acetonitrile). The product is C(#N)CC1=CC=C(CCC2=CC=CC=3N2C=NC3)C=C1 (5-[p-(cyanomethyl)phenethyl]imidazo[1,5-a]pyridine). Reaction SMILES: [C-:1]#[N:2].[K+].C1OCCOC2C(=CC=CC=2)OCCOCCOC2C(=CC=CC=2)OC1.Cl[CH2:31][C:32]1[CH:48]=[CH:47][C:35]([CH2:36][CH2:37][C:38]2[N:43]3[CH:44]=[N:45][CH:46]=[C:42]3[CH:41]=[CH:40][CH:39]=2)=[CH:34][CH:33]=1>C(#N)C>[C:1]([CH2:31][C:32]1[CH:48]=[CH:47][C:35]([CH2:36][CH2:37][C:38]2[N:43]3[CH:44]=[N:45][CH:46]=[C:42]3[CH:41]=[CH:40][CH:39]=2)=[CH:34][CH:33]=1)#[N:2] |f:0.1|. Procedure: Potassium cyanide (11.18 g) and dibenzo-18-crown-6(1.0 g) are added to a solution of 5-[p-(chloromethyl)phenethyl]imidazo[1,5-a]pyridine (9.5 g) in 300 ml of dry acetonitrile under nitrogen. The mixture is refluxed for 24 hours, the solvent is evaporated and the residue partitioned between methylene chloride and water. The organic phase is separated, dried and evaporated to yield 5-[p-(cyanomethyl)phenethyl]imidazo[1,5-a]pyridine. Reactants: OC1=NOC(=C1)C (3-hydroxy-5-methylisoxazole), [H-].[Na+] (sodium hydride), ice water, BrC(C(=O)OCC)C(=O)OCC (diethyl 2-bromomalonate), ice water. Solvent: CN(P(N(C)C)(N(C)C)=O)C (hexamethylphosphoric triamide), CN(P(N(C)C)(N(C)C)=O)C (hexamethylphosphoric triamide), CN(P(N(C)C)(N(C)C)=O)C (hexamethylphosphoric triamide). Product: CC1=CC(=NO1)OC(C(=O)OCC)C(=O)OCC (Diethyl 2-(5-methyl-3-isoxazolyloxy)malonate). Reaction SMILES: [OH:1][C:2]1[CH:6]=[C:5]([CH3:7])[O:4][N:3]=1.[H-].[Na+].Br[CH:11]([C:17]([O:19][CH2:20][CH3:21])=[O:18])[C:12]([O:14][CH2:15][CH3:16])=[O:13]>CN(C)P(=O)(N(C)C)N(C)C>[CH3:7][C:5]1[O:4][N:3]=[C:2]([O:1][CH:11]([C:12]([O:14][CH2:15][CH3:16])=[O:13])[C:17]([O:19][CH2:20][CH3:21])=[O:18])[CH:6]=1 |f:1.2|. Yield: 84.3%. Procedure details: A solution of 3.468 g of 3-hydroxy-5-methylisoxazole in 35 ml of hexamethylphosphoric triamide was added dropwise to a suspension of 1.527 g of sodium hydride (as a 55% w/w dispersion in mineral oil) in 20 ml of hexamethylphosphoric triamide, whilst ice-cooling. The mixture was then stirred at room temperature for an hour. A solution of 8.367 g of diethyl 2-bromomalonate in 35 ml of hexamethylphosphoric triamide was then added dropwise to the mixture, whilst cooling it with ice-water. The mixtur... Starting materials: CC(C)(C)OC(=O)N1CC(O)C(COS(C)(=O)=O)C1, SCc1ccccc1, Cc1ccccc1, [H-], [Na+], CN(C)C=O. The product is CC(C)(C)OC(=O)N1CC(O)C(CSCc2ccccc2)C1. As a reaction SMILES: [C:1]([CH3:2])([CH3:3])([CH3:4])[O:5][C:6](=[O:7])[N:8]1[CH2:9][CH:10]([OH:19])[CH:11]([CH2:13][O:14][S:15]([CH3:16])(=[O:17])=[O:18])[CH2:12]1.[CH2:20]([c:21]1[cH:22][cH:23][cH:24][cH:25][cH:26]1)[SH:27].[CH3:35][c:36]1[cH:37][cH:38][cH:39][cH:40][cH:41]1.[H-:29].[Na+:28].[O:30]=[CH:31][N:32]([CH3:33])[CH3:34]>>[C:1]([CH3:2])([CH3:3])([CH3:4])[O:5][C:6](=[O:7])[N:8]1[CH2:9][CH:10]([OH:19])[CH:11]([CH2:13][S:27][CH2:20][c:21]2[cH:22][cH:23][cH:24][cH:25][cH:26]2)[CH2:12]1.